This data is from the Open Reaction Database (ORD), a public repository of structured organic reaction records. The task is: describe an organic reaction: reactants, conditions, products, and yield Starting materials: CC(F)(F)CC(NC(=O)OC(C)(C)C)C(=O)NC1(C#N)CC1, ClCCl, O=C(O)C(F)(F)F. Product: CC(F)(F)CC(N)C(=O)NC1(C#N)CC1. Reaction SMILES: [C:1](#[N:2])[C:3]1([NH:6][C:7](=[O:8])[CH:9]([CH2:10][C:11]([CH3:12])([F:13])[F:14])[NH:15][C:16](=[O:17])[O:18][C:19]([CH3:20])([CH3:21])[CH3:22])[CH2:4][CH2:5]1.[Cl:30][CH2:31][Cl:32].[F:23][C:24]([F:25])([F:26])[C:27]([OH:28])=[O:29]>>[C:1](#[N:2])[C:3]1([NH:6][C:7](=[O:8])[CH:9]([CH2:10][C:11]([CH3:12])([F:13])[F:14])[NH2:15])[CH2:4][CH2:5]1. Starting materials: C(=O)([O-])[O-].[Na+].[Na+] (Na2CO3), ClC1=C(C#N)C(=CN=C1)Cl (3,5-Dichloro-isonicotinonitrile), C(Cl)Cl (CH2Cl2), CC1(OB(OC1(C)C)C1=CC=C(C=C1)N)C (4-(4,4,5,5-tetramethyl-[1,3,2]dioxaborolan-2-yl)-phenylamine), PdCl2dppf. The solvent is O (water), CN(C)C=O (DMF). Conditions: temperature 85 celsius. The product is NC1=CC=C(C=C1)C1=C(C#N)C(=CN=C1)Cl (3-(4-Amino-phenyl)-5-chloro-isonicotinonitrile). The yield is 35.2%. Reaction SMILES: Cl[C:2]1[CH:9]=[N:8][CH:7]=[C:6]([Cl:10])[C:3]=1[C:4]#[N:5].CC1(C)C(C)(C)OB([C:19]2[CH:24]=[CH:23][C:22]([NH2:25])=[CH:21][CH:20]=2)O1.C(Cl)Cl.C([O-])([O-])=O.[Na+].[Na+]>CN(C=O)C.O>[NH2:25][C:22]1[CH:23]=[CH:24][C:19]([C:2]2[CH:9]=[N:8][CH:7]=[C:6]([Cl:10])[C:3]=2[C:4]#[N:5])=[CH:20][CH:21]=1 |f:3.4.5|. Procedure: The product from Example 1B (3 g, 17.3 mmol), 4-(4,4,5,5-tetramethyl-[1,3,2]dioxaborolan-2-yl)-phenylamine (4.18 g, 19 mmol), PdCl2dppf.CH2Cl2 (300 mg), and Na2CO3 (4.5 g) were combined in DMF (25 mL) and water (10 mL). The mixture was degassed with nitrogen and heated to 85° C. overnight The mixture was allowed to cool to room temperature and partitioned between water and ethyl acetate. The organic layer was dried (Na2SO4), filtered, and the filtrate was concentrated under reduced pressure. The... Reactants: CC(C)C[AlH]CC(C)C, N#Cc1ccc(O)cc1Cl, Cl, C1CCOC1, O. Product: O=Cc1ccc(O)cc1Cl. RXN SMILES: [CH3:1][CH:2]([CH2:3][AlH:4][CH2:5][CH:6]([CH3:7])[CH3:8])[CH3:9].[Cl:10][c:11]1[c:12]([C:13]#[N:14])[cH:15][cH:16][c:17]([OH:19])[cH:18]1.[ClH:20].[O:21]1[CH2:22][CH2:23][CH2:24][CH2:25]1.[OH2:26]>>[Cl:10][c:11]1[c:12]([CH:13]=[O:21])[cH:15][cH:16][c:17]([OH:19])[cH:18]1.